From a dataset of the Open Reaction Database (ORD), a public repository of structured organic reaction records. describe an organic reaction: reactants, conditions, products, and yield Reactants: COc1ccc(CN(Cc2ccc(OC)cc2)c2cc(-c3cc(C(C)N4CCN(S(C)(=O)=O)CC4C)cnc3Nc3cnc(OC)c(F)c3)nc(C)n2)cc1, O=C(O)C(F)(F)F, O=S(=O)(O)C(F)(F)F. Yields the product COc1ncc(Nc2ncc(C(C)N3CCN(S(C)(=O)=O)CC3C)cc2-c2cc(N)nc(C)n2)cc1F. RXN SMILES: [F:1][c:2]1[cH:3][c:4]([NH:10][c:11]2[n:12][cH:13][c:14]([CH:43]([CH3:44])[N:45]3[CH:46]([CH3:55])[CH2:47][N:48]([S:51](=[O:52])(=[O:53])[CH3:54])[CH2:49][CH2:50]3)[cH:15][c:16]2-[c:17]2[cH:18][c:19]([N:24]([CH2:25][c:26]3[cH:27][cH:28][c:29]([O:30][CH3:31])[cH:32][cH:33]3)[CH2:34][c:35]3[cH:36][cH:37][c:38]([O:39][CH3:40])[cH:41][cH:42]3)[n:20][c:21]([CH3:23])[n:22]2)[cH:5][n:6][c:7]1[O:8][CH3:9].[F:64][C:65]([F:66])([F:67])[C:68]([OH:69])=[O:70].[OH:56][S:57]([C:58]([F:59])([F:60])[F:61])(=[O:62])=[O:63]>>[F:1][c:2]1[cH:3][c:4]([NH:10][c:11]2[n:12][cH:13][c:14]([CH:43]([CH3:44])[N:45]3[CH:46]([CH3:55])[CH2:47][N:48]([S:51](=[O:52])(=[O:53])[CH3:54])[CH2:49][CH2:50]3)[cH:15][c:16]2-[c:17]2[cH:18][c:19]([NH2:24])[n:20][c:21]([CH3:23])[n:22]2)[cH:5][n:6][c:7]1[O:8][CH3:9]. The reactants are CCOC(=O)C1(C2CN(C(C)c3ccccc3)C(=S)C2F)CC1, CCO. Yields the product CCOC(=O)C1(C2CN(C(C)c3ccccc3)CC2F)CC1. As a reaction SMILES: [CH2:1]([CH3:2])[O:3][C:4](=[O:5])[C:6]1([CH:9]2[CH:10]([F:23])[C:11](=[S:22])[N:12]([CH:14]([CH3:15])[c:16]3[cH:17][cH:18][cH:19][cH:20][cH:21]3)[CH2:13]2)[CH2:7][CH2:8]1.[CH3:24][CH2:25][OH:26]>>[CH2:1]([CH3:2])[O:3][C:4](=[O:5])[C:6]1([CH:9]2[CH:10]([F:23])[CH2:11][N:12]([CH:14]([CH3:15])[c:16]3[cH:17][cH:18][cH:19][cH:20][cH:21]3)[CH2:13]2)[CH2:7][CH2:8]1.